Dataset: the Open Reaction Database (ORD), a public repository of structured organic reaction records. Task: describe an organic reaction: reactants, conditions, products, and yield Starting materials: [Br-], BrCCCCCCBr, OCCCCc1cccc(Br)c1, CCCC[N+](CCCC)(CCCC)CCCC, [Na+], [OH-], O. Product: BrCCCCCCOCCCCc1cccc(Br)c1. As a reaction SMILES: [Br-:24].[Br:13][CH2:14][CH2:15][CH2:16][CH2:17][CH2:18][CH2:19][Br:20].[Br:1][c:2]1[cH:3][c:4]([CH2:8][CH2:9][CH2:10][CH2:11][OH:12])[cH:5][cH:6][cH:7]1.[CH3:25][CH2:26][CH2:27][CH2:28][N+:29]([CH2:30][CH2:31][CH2:32][CH3:33])([CH2:34][CH2:35][CH2:36][CH3:37])[CH2:38][CH2:39][CH2:40][CH3:41].[Na+:23].[OH-:22].[OH2:21]>>[Br:1][c:2]1[cH:3][c:4]([CH2:8][CH2:9][CH2:10][CH2:11][O:12][CH2:19][CH2:18][CH2:17][CH2:16][CH2:15][CH2:14][Br:13])[cH:5][cH:6][cH:7]1. Reactants: ClCCl, O=C(Cl)C(=O)Cl, CN(C)C=O, O=C(O)c1nc(-c2ccccc2)oc1C(F)(F)F. Product: O=C(Cl)c1nc(-c2ccccc2)oc1C(F)(F)F. RXN SMILES: [CH2:30]([Cl:31])[Cl:32].[Cl:19][C:20]([C:21]([Cl:22])=[O:23])=[O:24].[O:25]=[CH:26][N:27]([CH3:28])[CH3:29].[c:1]1(-[c:7]2[o:8][c:9]([C:15]([F:16])([F:17])[F:18])[c:10]([C:12](=[O:13])[OH:14])[n:11]2)[cH:2][cH:3][cH:4][cH:5][cH:6]1>>[c:1]1(-[c:7]2[o:8][c:9]([C:15]([F:16])([F:17])[F:18])[c:10]([C:12](=[O:13])[Cl:19])[n:11]2)[cH:2][cH:3][cH:4][cH:5][cH:6]1. Starting materials: N(C(=N)N)C=1SC(=C(N1)C)C(=O)N1CCC(CC1)OCC(=O)OC(C)(C)C (tert.-butyl [1-(2-guanidino-4-methyl-thiazole-5-carbonyl)-piperidine-4-yloxy]-acetate), FC(C(=O)O)(F)F (trifluoroacetic acid). Run in ClCCl (dichloromethane). Reaction conditions: time 2 hour. The product is FC(C(=O)O)(F)F.N(C(=N)N)C=1SC(=C(N1)C)C(=O)N1CCC(CC1)OCC(=O)O ([1-(2-guanidino-4-methyl-thiazole-5-carbonyl)-piperidine-4-yloxy]-acetic acid trifluoro- acetate). Reaction SMILES: [NH:1]([C:5]1[S:6][C:7]([C:11]([N:13]2[CH2:18][CH2:17][CH:16]([O:19][CH2:20][C:21]([O:23]C(C)(C)C)=[O:22])[CH2:15][CH2:14]2)=[O:12])=[C:8]([CH3:10])[N:9]=1)[C:2]([NH2:4])=[NH:3].[F:28][C:29]([F:34])([F:33])[C:30]([OH:32])=[O:31]>ClCCl>[F:28][C:29]([F:34])([F:33])[C:30]([OH:32])=[O:31].[NH:1]([C:5]1[S:6][C:7]([C:11]([N:13]2[CH2:14][CH2:15][CH:16]([O:19][CH2:20][C:21]([OH:23])=[O:22])[CH2:17][CH2:18]2)=[O:12])=[C:8]([CH3:10])[N:9]=1)[C:2]([NH2:4])=[NH:3] |f:3.4|. Reported procedure: 154 mg of tert.-butyl [1-(2-guanidino-4-methyl-thiazole-5-carbonyl)-piperidine-4-yloxy]-acetate are dissolved in 1.5 ml of dichloromethane and treated with 1.5 ml of trifluoroacetic acid. After 2 hrs. the mixture is evaporated in a vacuum. The residue is dissolved in water and the solution is again evaporated. There are obtained 209 g of mg [1-(2-guanidino-4-methyl-thiazole-5-carbonyl)-piperidine-4-yloxy]-acetic acid trifluoro- acetate (1:2) as a light hygroscopic foam, MS: 342 (M+H)+. The reactants are O.C1(=CC=C(C=C1)S(=O)(=O)O)C (p-toluenesulfonic acid monohydrate), C(C)(=O)OC1=C(C(=C(C=C1C(C)C)O)C(C(CC)CC)O)C(C)C (4-acetoxy-2-(2-ethyl-1-hydroxybutyl)-3,5-diisopropylphenol), [OH-].[Na+] (sodium hydroxide). Run in C1(=CC=CC=C1)C (toluene). Product: C(C)(=O)OC=1C(=CC2=C(CC(O2)(CC)CC)C1C(C)C)C(C)C (5-acetoxy-2,2-diethyl-4,6-diisopropyl-2,3-dihydrobenzofuran). Isolated yield 89.7%. RXN SMILES: [C:1]([O:4][C:5]1[C:10]([CH:11]([CH3:13])[CH3:12])=[CH:9][C:8]([OH:14])=[C:7]([CH:15](O)[CH:16]([CH2:19][CH3:20])[CH2:17][CH3:18])[C:6]=1[CH:22]([CH3:24])[CH3:23])(=[O:3])[CH3:2].O.C1(C)C=CC(S(O)(=O)=O)=CC=1.[OH-].[Na+]>C1(C)C=CC=CC=1>[C:1]([O:4][C:5]1[C:10]([CH:11]([CH3:13])[CH3:12])=[CH:9][C:8]2[O:14][C:16]([CH2:19][CH3:20])([CH2:17][CH3:18])[CH2:15][C:7]=2[C:6]=1[CH:22]([CH3:24])[CH3:23])(=[O:3])[CH3:2] |f:1.2,3.4|. Reported procedure: 0.51 g of 4-acetoxy-2-(2-ethyl-1-hydroxybutyl)-3,5-diisopropylphenol dissolved in 10 ml of toluene, 0.58 g of p-toluenesulfonic acid monohydrate was added, and the mixture was heated under reflux for 1.5 hours. The reaction mixture was combined with a 2N aqueous sodium hydroxide solution and extracted with hexane. The organic layers were washed with saturated brine, dried over anhydrous magnesium sulfate and then concentrated. The concentrate was purified by silica gel column chromatography (in ... The reactants are S1C(=CC=C1)C(=O)OCCl (Chloromethyl 2-thiopbenecarboxylate), S1C(=CC=C1)C(=O)OCCl (Chloromethyl 2-thiopbenecarboxylate), C(C)(=O)NC=1C(=C(C(=C(C1I)C(=O)[O-])I)N(C)C(C)=O)I.[Cs+] (cesium 5-(N-acetylamino)-3-(N-acetyl-N-methylamino)-2,4,6-triiodobenzenecarboxylate), [I-].[Na+] (sodium iodide). Run in CN(C)C=O (DMF), CN(C)C=O (DMF). Reaction conditions: time 4 hour. Yields the product C(C)(=O)NC=1C(=C(C(=C(C1I)C(=O)OCOC(=O)C=1SC=CC1)I)N(C)C(C)=O)I ((2-Thienylcarbonyloxy)methyl 5-(N-acetylamino)-3-(N-acetyl-N-methylamino)-2,4,6-triiodobenzenecarboxylate). As a reaction SMILES: [S:1]1[CH:5]=[CH:4][CH:3]=[C:2]1[C:6]([O:8][CH2:9]Cl)=[O:7].[C:11]([NH:14][C:15]1[C:16]([I:31])=[C:17]([N:26]([C:28](=[O:30])[CH3:29])[CH3:27])[C:18]([I:25])=[C:19]([C:22]([O-:24])=[O:23])[C:20]=1[I:21])(=[O:13])[CH3:12].[Cs+].[I-].[Na+]>CN(C=O)C>[C:11]([NH:14][C:15]1[C:16]([I:31])=[C:17]([N:26]([C:28](=[O:30])[CH3:29])[CH3:27])[C:18]([I:25])=[C:19]([C:22]([O:24][CH2:9][O:8][C:6]([C:2]2[S:1][CH:5]=[CH:4][CH:3]=2)=[O:7])=[O:23])[C:20]=1[I:21])(=[O:13])[CH3:12] |f:1.2,3.4|. Procedure: Chloromethyl 2-thiopbenecarboxylate (0.63 g, 3.6 mmol) (Intermediate 6) in dry DMF (70 ml) is added dropwise at 50° C. to a solution of cesium 5-(N-acetylamino)-3-(N-acetyl-N-methylamino)-2,4,6-triiodobenzenecarboxylate (3.00 g, 3.9 mmol) and sodium iodide (28 mg, 0.19 mmol) in dry DMF (45 ml). The precipitate is removed by filtration after stirring for 4 hours and the solvent is removed at reduced pressure. The residue is dissolved in chloroform (50 ml) and washed four times with a saturated so... Reactants: ClC(Cl)(OC(OC(Cl)(Cl)Cl)=O)Cl (triphosgene), N[C@@H](C(=O)NC=1C=NC(=NC1)OC1=CC(=C(C=C1)C)OCC)CC ((2R)-2-amino-N-(2-{[3-(ethyloxy)-4-methylphenyl]oxy}-5-pyrimidinyl)butanamide), N[C@@H](C(=O)NC=1C=NC(=NC1)OC1=CC(=C(C=C1)C)OCC)CC ((2R)-2-amino-N-(2-{[3-(ethyloxy)-4-methylphenyl]oxy}-5-pyrimidinyl)butanamide), TEA. The solvent is ClCCl (dichloromethane), ClCCl (dichloromethane). Run at temperature 0 celsius, time 20 minute. The product is C(C)[C@@H]1C(N(C(N1)=O)C=1C=NC(=NC1)OC1=CC(=C(C=C1)C)OCC)=O ((5R)-5-ethyl-3-(2-{[3-(ethyloxy)-4-methylphenyl]oxy}-5-pyrimidinyl)-2,4-imidazolidinedione). The yield is 132.0%. RXN SMILES: [NH2:1][C@H:2]([CH2:23][CH3:24])[C:3]([NH:5][C:6]1[CH:7]=[N:8][C:9]([O:12][C:13]2[CH:18]=[CH:17][C:16]([CH3:19])=[C:15]([O:20][CH2:21][CH3:22])[CH:14]=2)=[N:10][CH:11]=1)=[O:4].Cl[C:26](Cl)([O:28]C(=O)OC(Cl)(Cl)Cl)Cl>ClCCl>[CH2:23]([C@H:2]1[NH:1][C:26](=[O:28])[N:5]([C:6]2[CH:7]=[N:8][C:9]([O:12][C:13]3[CH:18]=[CH:17][C:16]([CH3:19])=[C:15]([O:20][CH2:21][CH3:22])[CH:14]=3)=[N:10][CH:11]=2)[C:3]1=[O:4])[CH3:24]. Reported procedure: To a solution of ((2R)-2-amino-N-(2-{[3-(ethyloxy)-4-methylphenyl]oxy}-5-pyrimidinyl)butanamide (Intermediate 94, 62 mg) in dry dichloromethane (4 mL), TEA (158 μl, 1.13 mmol) was added and the reaction mixture was cooled to 0° C. A solution of triphosgene (25.2 mg, 0.085 mmol) in dry dichloromethane (2 mL) was then added dropwise and the reaction mixture was stirred at 0° C. for 20 minutes. The reaction mixture was evaporated under vacuum. The residue obtained was purified by silica gel chromat...